This data is from the Open Reaction Database (ORD), a public repository of structured organic reaction records. The task is: describe an organic reaction: reactants, conditions, products, and yield The reactants are O (Water), BrC1=NN(C2=NC(=NC=C21)N)C (3-Bromo-1-methyl-1H-pyrazolo[3,4-d]pyrimidin-6-ylamine), C(=O)([O-])[O-].[Na+].[Na+] (Na2CO3), BrC1=NN(C2=NC(=NC=C21)N)C (3-Bromo-1-methyl-1H-pyrazolo[3,4-d]pyrimidin-6-ylamine), CS(=O)(=O)C=1C=C(C=NC1)B(O)O (5-(methylsulfonyl)pyridine-3-boronic acid). The reagents and catalysts are C1=CC=C(C=C1)P([C-]2C=CC=C2)C3=CC=CC=C3.C1=CC=C(C=C1)P([C-]2C=CC=C2)C3=CC=CC=C3.Cl[Pd]Cl.[Fe+2] (Pd(dppf)Cl2). Solvent: CCOCC (Et2O), O1CCOCC1 (1,4-dioxane). Product: CS(=O)(=O)C=1C=C(C=NC1)C1=NN(C2=NC(=NC=C21)N)C (3-(5-Methanesulfonyl-pyridin-3-yl)-1-methyl-1H-pyrazolo[3,4-d]pyrimidin-6-ylamine). RXN SMILES: Br[C:2]1[C:10]2[C:5](=[N:6][C:7]([NH2:11])=[N:8][CH:9]=2)[N:4]([CH3:12])[N:3]=1.[CH3:13][S:14]([C:17]1[CH:18]=[C:19](B(O)O)[CH:20]=[N:21][CH:22]=1)(=[O:16])=[O:15].C([O-])([O-])=O.[Na+].[Na+].O>O1CCOCC1.C1C=CC(P(C2C=CC=CC=2)[C-]2C=CC=C2)=CC=1.C1C=CC(P(C2C=CC=CC=2)[C-]2C=CC=C2)=CC=1.Cl[Pd]Cl.[Fe+2].CCOCC>[CH3:13][S:14]([C:17]1[CH:18]=[C:19]([C:2]2[C:10]3[C:5](=[N:6][C:7]([NH2:11])=[N:8][CH:9]=3)[N:4]([CH3:12])[N:3]=2)[CH:20]=[N:21][CH:22]=1)(=[O:16])=[O:15] |f:2.3.4,7.8.9.10|. Procedure: 3-Bromo-1-methyl-1H-pyrazolo[3,4-d]pyrimidin-6-ylamine (Intermediate 3) (150 mg, 0.66 mmol) and 5-(methylsulfonyl)pyridine-3-boronic acid (200 mg, 0.99 mmol) are suspended in 1,4-dioxane (4 ml). 2M aqueous Na2CO3 (1 ml) is added and the reaction mixture is degassed by bubbling argon through for 5 minutes. Pd(dppf)Cl2 (27 mg, 0.033 mmol) is added and the reaction mixture is heated using microwave radiation at 100° C. for 30 minutes. Water (20 ml) and Et2O (50 ml) are added to the reaction mixture... The reactants are CI (MeI), ClC=1C=C(N)C=C(C1)Cl (3,5-dichloroaniline), CNC1=C(C=CC=C1)N (N-methyl-1,2-phenylenediamine), CCN(C(C)C)C(C)C (DIEA), C(=S)(Cl)Cl (thiophosgene), CCN(C(C)C)C(C)C (DIEA). The solvent is C(Cl)Cl (DCM). Reaction conditions: time 30 minute. Product: ClC=1C=C(C=C(C1)Cl)NC1=NC2=C(N1C)C=CC=C2 (N-(3,5-Dichlorophenyl)-1-methyl-1H-benzimidazol-2-amine). RXN SMILES: [Cl:1][C:2]1[CH:3]=[C:4]([CH:6]=[C:7]([Cl:9])[CH:8]=1)[NH2:5].[CH3:10]CN(C(C)C)C(C)C.C(Cl)(Cl)=S.[CH3:23][NH:24][C:25]1[CH:30]=[CH:29][CH:28]=[CH:27][C:26]=1[NH2:31].CI>C(Cl)Cl>[Cl:1][C:2]1[CH:3]=[C:4]([NH:5][C:23]2[N:31]([CH3:10])[C:26]3[CH:27]=[CH:28][CH:29]=[CH:30][C:25]=3[N:24]=2)[CH:6]=[C:7]([Cl:9])[CH:8]=1. Procedure details: To a solution of 3,5-dichloroaniline (6.2 mmol, 1.0 g) and DIEA (6.8 mmol, 1.2 mL) in 10 mL of DCM was slowly added thiophosgene (6.2 mmol, 472 μL) (exothermic). After 30 min, N-methyl-1,2-phenylenediamine (6.2 mmol, 704 μL) was added and the reaction mixture was allowed to stand at ambient temperature for 1 h. MeI (6.2 mmol, 386 μL), followed by DIEA (6.8 mmol, 1.2 mL) were then added, and the reaction mixture was allowed to stand at ambient temperature overnight. The crude reaction was partiti...